This data is from the Open Reaction Database (ORD), a public repository of structured organic reaction records. The task is: describe an organic reaction: reactants, conditions, products, and yield RXN SMILES: [CH2:1]([c:2]1[cH:3][cH:4][cH:5][cH:6][cH:7]1)[NH:8][C:9](=[O:10])[NH:11][N:12]([CH3:13])[CH2:14][C:15](=[O:16])[OH:17].[NH2:18][CH:19]([CH2:20][CH2:21][CH2:22][CH2:23][NH:24][C:25]([O:26][C:27]([CH3:28])([CH3:29])[CH3:30])=[O:31])[C:32](=[O:33])[N:34]([CH:35]([CH:36]([O:37][CH2:38][CH3:39])[O:40][CH2:41][CH3:42])[CH3:43])[CH2:44][c:45]1[c:46]2[c:47]([s:48][cH:49]1)[cH:50][cH:51][cH:52][cH:53]2>>[CH2:1]([c:2]1[cH:3][cH:4][cH:5][cH:6][cH:7]1)[NH:8][C:9](=[O:10])[NH:11][N:12]([CH3:13])[CH2:14][C:15](=[O:17])[NH:18][CH:19]([CH2:20][CH2:21][CH2:22][CH2:23][NH:24][C:25]([O:26][C:27]([CH3:28])([CH3:29])[CH3:30])=[O:31])[C:32](=[O:33])[N:34]([CH:35]([CH:36]([O:37][CH2:38][CH3:39])[O:40][CH2:41][CH3:42])[CH3:43])[CH2:44][c:45]1[c:46]2[c:47]([s:48][cH:49]1)[cH:50][cH:51][cH:52][cH:53]2. Product: CCOC(OCC)C(C)N(Cc1csc2ccccc12)C(=O)C(CCCCNC(=O)OC(C)(C)C)NC(=O)CN(C)NC(=O)NCc1ccccc1. The reactants are CN(CC(=O)O)NC(=O)NCc1ccccc1, CCOC(OCC)C(C)N(Cc1csc2ccccc12)C(=O)C(N)CCCCNC(=O)OC(C)(C)C. Starting materials: CC(=O)O, CC(C)=O, c1ccc2c(c1)c(-c1ccc(C3OCCCO3)o1)nn2Cc1ccncc1, O. Product: O=Cc1ccc(-c2nn(Cc3ccncc3)c3ccccc23)o1. As a reaction SMILES: [CH3:28][C:29](=[O:30])[OH:31].[CH3:33][C:34](=[O:35])[CH3:36].[O:1]1[CH:2]([c:7]2[cH:8][cH:9][c:10](-[c:12]3[n:13][n:14]([CH2:21][c:22]4[cH:23][cH:24][n:25][cH:26][cH:27]4)[c:15]4[cH:16][cH:17][cH:18][cH:19][c:20]34)[o:11]2)[O:6][CH2:5][CH2:4][CH2:3]1.[OH2:32]>>[O:1]=[CH:2][c:7]1[cH:8][cH:9][c:10](-[c:12]2[n:13][n:14]([CH2:21][c:22]3[cH:23][cH:24][n:25][cH:26][cH:27]3)[c:15]3[cH:16][cH:17][cH:18][cH:19][c:20]23)[o:11]1. Starting materials: BrC1=CC2=C(C=3N(CCO2)C=C(N3)C3=NC(=NN3C(C)C)C)C=C1 (9-Bromo-2-(1-isopropyl-3-methyl-1H-1,2,4-triazol-5-yl)-5,6-dihydrobenzo[f]imidazo[1,2-d][1,4]oxazepine), [Si](C)(C)(C(C)(C)C)OC(=C)OC (1-(tert-butyldimethylsilyloxy)-1-methoxyethene), C(CCC)[Sn](CCCC)(CCCC)F (tributyltin fluoride). The reagents and catalysts are CC1=C([P](C2=C(C)C=CC=C2)([Pd]([P](C3=C(C)C=CC=C3)(C4=C(C)C=CC=C4)C(C=CC=C5)=C5C)(Cl)Cl)C6=C(C)C=CC=C6)C=CC=C1 (dichlorobis(tri-o-tolylphosphine)palladium(II)). The solvent is O1CCCC1 (tetrahydrofuran). Reaction conditions: temperature 80 celsius. The product is C(C)(C)N1N=CN=C1C=1N=C2N(CCOC3=C2C=CC(=C3)CC(=O)OC)C1 (Methyl 2-(2-(1-isopropyl-1H-1,2,4-triazol-5-yl)-5,6-dihydrobenzo[f]imidazo[1,2-d][1,4]oxazepin-9-yl)acetate). The yield is 53.3%. RXN SMILES: Br[C:2]1[CH:24]=[CH:23][C:5]2[C:6]3[N:7]([CH:11]=[C:12]([C:14]4[N:18]([CH:19]([CH3:21])[CH3:20])[N:17]=[C:16](C)[N:15]=4)[N:13]=3)[CH2:8][CH2:9][O:10][C:4]=2[CH:3]=1.[Si]([O:32][C:33]([O:35][CH3:36])=[CH2:34])(C(C)(C)C)(C)C.C([Sn](F)(CCCC)CCCC)CCC>O1CCCC1.CC1C=CC=CC=1[P](C1C=CC=CC=1C)([Pd](Cl)(Cl)[P](C1=C(C)C=CC=C1)(C1C=CC=CC=1C)C1C=CC=CC=1C)C1C=CC=CC=1C>[CH:19]([N:18]1[C:14]([C:12]2[N:13]=[C:6]3[C:5]4[CH:23]=[CH:24][C:2]([CH2:34][C:33]([O:35][CH3:36])=[O:32])=[CH:3][C:4]=4[O:10][CH2:9][CH2:8][N:7]3[CH:11]=2)=[N:15][CH:16]=[N:17]1)([CH3:21])[CH3:20] |^1:62,73|. Procedure: A mixture of 194 mg (0.500 mmol) of 9-bromo-2-(1-isopropyl-3-methyl-1H-1,2,4-triazol-5-yl)-5,6-dihydrobenzo[f]imidazo[1,2-d][1,4]oxazepine 411, 0.436 mL (2.00 mmol) of 1-(tert-butyldimethylsilyloxy)-1-methoxyethene, 19.6 mg (0.025 mmol) of dichlorobis(tri-o-tolylphosphine)palladium(II) (19.6 mg, 0.0250 mmol) and 309 mg (1.00 mmol) of tributyltin fluoride (309 mg, 1.00 mmol) in 3.0 ml of tetrahydrofuran was degassed and then heated for 18 hours at 80° C. The mixture was filtered through Celite, t... Reactants: polymer, C(C(O)C)(=O)O (lactic acid), P(O)(O)(O)=O (phosphoric acid). The solvent is O (water). As a reaction SMILES: [C:1]([OH:6])(=[O:5])[CH:2]([CH3:4])[OH:3].[P:7](=[O:11])([OH:10])([OH:9])[OH:8]>O>[P:7](=[O:8])([OH:11])([OH:10])[OH:9].[C:1]([OH:6])(=[O:5])[CH:2]([CH3:4])[OH:3] |f:3.4|. Procedure: The polymer (1000 grams) was added to a mixture of 93.3 grams of lactic acid (50 percent total theoretical neutralization) and 34.3 grams of phosphoric acid (50 percent total theoretical neutralization). The mixture was then thinned with 1172.4 parts of deionized water. The dispersion had a total solids content of 35 percent, a pH of 6.4 and a Brookfield viscosity of 3720 centipoises measured with a No. 6 spindle at 20 rpm's at room temperature. Product: P(O)(O)(O)=O.C(C(O)C)(=O)O (Phosphoric Acid Lactic Acid). The reactants are OCC1CN(Cc2ccccc2)CCN1Cc1ccccc1, CCN(CC)S(F)(F)F, ClCCl, [Na+], O=C([O-])O. Product: FCC1CN(Cc2ccccc2)CCN1Cc1ccccc1. RXN SMILES: [CH2:10]([c:11]1[cH:12][cH:13][cH:14][cH:15][cH:16]1)[N:17]1[CH:18]([CH2:30][OH:31])[CH2:19][N:20]([CH2:23][c:24]2[cH:25][cH:26][cH:27][cH:28][cH:29]2)[CH2:21][CH2:22]1.[CH2:1]([N:2]([S:3]([F:4])([F:5])[F:7])[CH2:6][CH3:8])[CH3:9].[CH2:32]([Cl:33])[Cl:34].[Na+:39].[O-:35][C:36]([OH:37])=[O:38]>>[F:7][CH2:30][CH:18]1[N:17]([CH2:10][c:11]2[cH:12][cH:13][cH:14][cH:15][cH:16]2)[CH2:22][CH2:21][N:20]([CH2:23][c:24]2[cH:25][cH:26][cH:27][cH:28][cH:29]2)[CH2:19]1.